This data is from the Open Reaction Database (ORD), a public repository of structured organic reaction records. The task is: describe an organic reaction: reactants, conditions, products, and yield Reactants: CC1=CC(=C(C(N1)=O)[N+](=O)[O-])NC(CCC)CCC (6-Methyl-3-nitro-4-(1-propylbutylamino)pyridone), O=P(Cl)(Cl)Cl (POCl3). The solvent is ice water. The product is ClC1=NC(=CC(=C1[N+](=O)[O-])NC(CCC)CCC)C (2-Chloro-6-methyl-3-nitro-N-(1-propyl-butyl)pyridin-4-amine). As a reaction SMILES: [CH3:1][C:2]1[NH:7][C:6](=O)[C:5]([N+:9]([O-:11])=[O:10])=[C:4]([NH:12][CH:13]([CH2:17][CH2:18][CH3:19])[CH2:14][CH2:15][CH3:16])[CH:3]=1.O=P(Cl)(Cl)[Cl:22]>>[Cl:22][C:6]1[C:5]([N+:9]([O-:11])=[O:10])=[C:4]([NH:12][CH:13]([CH2:17][CH2:18][CH3:19])[CH2:14][CH2:15][CH3:16])[CH:3]=[C:2]([CH3:1])[N:7]=1. Procedure: 6-Methyl-3-nitro-4-(1-propylbutylamino)pyridone (3.7 g, 13.84 mmol), was treated with POCl3 (14 mL) at 25° C. for 20 h. Then it was poured into ice/water (200 mL) and extracted with EtOAc (300 mL). The EtOAc was washed with water, brine, dried (MgSO4) and stripped in vacuo. The residue was chromatographed on silica gel (20% EtOAc/hexanes eluting solvent) to give the product (3.3 g). Reactants: CO, NC(CC(=O)O)C(=O)OCc1ccccc1, O=S(Cl)Cl. Yields the product COC(=O)CC(N)C(=O)OCc1ccccc1. As a reaction SMILES: [CH3:21][OH:22].[NH2:5][CH:6]([CH2:7][C:8](=[O:9])[OH:10])[C:11](=[O:12])[O:13][CH2:14][c:15]1[cH:16][cH:17][cH:18][cH:19][cH:20]1.[S:1]([Cl:2])([Cl:3])=[O:4]>>[NH2:5][CH:6]([CH2:7][C:8](=[O:9])[O:10][CH3:21])[C:11](=[O:12])[O:13][CH2:14][c:15]1[cH:16][cH:17][cH:18][cH:19][cH:20]1. The reactants are CCOC(=O)CC#N, CC(=O)[O-], CCOC(C)=O, CC(=O)O, CC(=O)c1cccc(Cl)c1, [NH4+], c1ccccc1. Product: CCOC(=O)C(C#N)=C(C)c1cccc(Cl)c1. As a reaction SMILES: [C:11](#[N:12])[CH2:13][C:14](=[O:15])[O:16][CH2:17][CH3:18].[CH3:20][C:21](=[O:22])[O-:23].[CH3:24][CH2:25][O:26][C:27](=[O:28])[CH3:29].[CH3:30][C:31](=[O:32])[OH:33].[Cl:1][c:2]1[cH:3][c:4]([C:8]([CH3:9])=[O:10])[cH:5][cH:6][cH:7]1.[NH4+:19].[cH:34]1[cH:35][cH:36][cH:37][cH:38][cH:39]1>>[Cl:1][c:2]1[cH:3][c:4]([C:8]([CH3:9])=[C:13]([C:11]#[N:12])[C:14](=[O:15])[O:16][CH2:17][CH3:18])[cH:5][cH:6][cH:7]1. The reactants are FC1=C(C=CC(=C1)F)[C@]([C@@H](C)S[C@H]1CO[C@@H](OC1)/C=C/C=C/C1=C(C=C(C#N)C=C1)F)(CN1N=CN=C1)O (4-[(1E,3E)-4-[trans-5-[[(1R,2R)-2-(2,4-difluorophenyl)-2-hydroxy-1-methyl-3-(1H-1,2,4-triazol-1-yl)propyl]thio]-1,3-dioxan-2-yl]-1,3-butadienyl]-3-fluorobenzonitrile), O1CCCC1 (tetrahydrofuran), [H-].[Na+] (sodium hydride), C(C=C)OP(=O)(OCC=C)OCCC(CCl)(C)C (4-[[bis(allyloxy)phosphoryl]oxy]-2,2-dimethylbutyl chloride). Yields the product C(C=C)OP(=O)(OCC=C)OCCC(C(=O)O[C@@]([C@@H](C)S[C@H]1CO[C@@H](OC1)\C=C\C=C\C1=C(C=C(C=C1)C#N)F)(CN1N=CN=C1)C1=C(C=C(C=C1)F)F)(C)C ((1R,2R)-2-[[trans-2-[(1E,3E)-4-(4-Cyano-2-fluorophenyl)-1,3-butadienyl]-1,3-dioxan-5-yl]thio]-1-(2,4-difluorophenyl)-1-[(1H-1,2,4-triazol-1-yl)methyl]propyl 4-[[bis(allyloxy)phosphoryl]oxy]-2,2-dimethylbutyrate). The yield is 15.0%. Reaction SMILES: [F:1][C:2]1[CH:7]=[C:6]([F:8])[CH:5]=[CH:4][C:3]=1[C@@:9]([OH:38])([CH2:32][N:33]1[CH:37]=[N:36][CH:35]=[N:34]1)[C@H:10]([S:12][C@@H:13]1[CH2:18][O:17][C@@H:16](/[CH:19]=[CH:20]/[CH:21]=[CH:22]/[C:23]2[CH:30]=[CH:29][C:26]([C:27]#[N:28])=[CH:25][C:24]=2[F:31])[O:15][CH2:14]1)[CH3:11].[H-].[Na+].[CH2:41]([O:44][P:45]([O:51][CH2:52][CH2:53][C:54]([CH3:58])([CH3:57])[CH2:55]Cl)([O:47][CH2:48][CH:49]=[CH2:50])=[O:46])[CH:42]=[CH2:43].[O:59]1CCCC1>>[CH2:41]([O:44][P:45]([O:51][CH2:52][CH2:53][C:54]([CH3:58])([CH3:57])[C:55]([O:38][C@:9]([C:3]1[CH:4]=[CH:5][C:6]([F:8])=[CH:7][C:2]=1[F:1])([CH2:32][N:33]1[CH:37]=[N:36][CH:35]=[N:34]1)[C@H:10]([S:12][C@@H:13]1[CH2:18][O:17][C@@H:16](/[CH:19]=[CH:20]/[CH:21]=[CH:22]/[C:23]2[CH:30]=[CH:29][C:26]([C:27]#[N:28])=[CH:25][C:24]=2[F:31])[O:15][CH2:14]1)[CH3:11])=[O:59])([O:47][CH2:48][CH:49]=[CH2:50])=[O:46])[CH:42]=[CH2:43] |f:1.2|. Procedure: According to a similar procedure to that described in Example 1-(12), 4-[(1E,3E)-4-[trans-5-[[(1R,2R)-2-(2,4-difluorophenyl)-2-hydroxy-1-methyl-3-(1H-1,2,4-triazol-1-yl)propyl]thio]-1,3-dioxan-2-yl]-1,3-butadienyl]-3-fluorobenzonitrile (1.09 g, 2.0 mmol) described in Reference example 1, sodium hydride (55% dispersion in mineral oil; 104.7 mg, 2.4 mmol), and 4-[[bis(allyloxy)phosphoryl]oxy]-2,2-dimethylbutyl chloride were reacted in tetrahydrofuran (10 ml) and the reaction mixture was worked up ... The reactants are ClC1=CC=C(C=N1)C(=O)N(C1=CC=C(C=C1)CN1C[C@@H](N(CC1)C(=O)OC(C)(C)C)C)C (1,1-Dimethylethyl (2S)-4-({4-[[(6-chloro-3-pyridinyl)carbonyl](methyl)amino]phenyl}methyl)-2-methyl-1-piperazinecarboxylate), FC1=C(C=CC=C1)O (2-fluorophenol), C([O-])([O-])=O.[K+].[K+] (Potassium carbonate). Run in C(Cl)Cl (DCM), CN(C)C=O (DMF). Conditions: temperature 80 celsius, time 7 hour. Yields the product FC1=C(C=CC=C1)OC1=CC=C(C=N1)C(=O)N(C1=CC=C(C=C1)CN1C[C@@H](N(CC1)C(=O)OC(C)(C)C)C)C (1,1-Dimethylethyl (2S)-4-({4-[({6-[(2-fluorophenyl)oxy]-3-pyridinyl}carbonyl)(methyl)amino]phenyl}methyl)-2-methyl-1-piperazinecarboxylate). The yield is 32.6%. Reaction SMILES: Cl[C:2]1[N:7]=[CH:6][C:5]([C:8]([N:10]([CH3:32])[C:11]2[CH:16]=[CH:15][C:14]([CH2:17][N:18]3[CH2:23][CH2:22][N:21]([C:24]([O:26][C:27]([CH3:30])([CH3:29])[CH3:28])=[O:25])[C@@H:20]([CH3:31])[CH2:19]3)=[CH:13][CH:12]=2)=[O:9])=[CH:4][CH:3]=1.[F:33][C:34]1[CH:39]=[CH:38][CH:37]=[CH:36][C:35]=1[OH:40].C(=O)([O-])[O-].[K+].[K+]>CN(C=O)C.C(Cl)Cl>[F:33][C:34]1[CH:39]=[CH:38][CH:37]=[CH:36][C:35]=1[O:40][C:2]1[N:7]=[CH:6][C:5]([C:8]([N:10]([CH3:32])[C:11]2[CH:16]=[CH:15][C:14]([CH2:17][N:18]3[CH2:23][CH2:22][N:21]([C:24]([O:26][C:27]([CH3:30])([CH3:29])[CH3:28])=[O:25])[C@@H:20]([CH3:31])[CH2:19]3)=[CH:13][CH:12]=2)=[O:9])=[CH:4][CH:3]=1 |f:2.3.4|. Procedure: 1,1-Dimethylethyl (2S)-4-({4-[[(6-chloro-3-pyridinyl)carbonyl](methyl)amino]phenyl}methyl)-2-methyl-1-piperazinecarboxylate (D54) (0.1 g, 0.218 mmol) and 2-fluorophenol (0.025 g, 0.436 mmol) were dissolved in DMF (5 mL). Potassium carbonate (0.06 g, 0.436 mmol) was added and the mixture was heated to 80° C. overnight then at 130° C. for 7 h. The mixture was left to stand at room temperature overnight and the solvent removed under vacuum. The residue was partitioned between EtOAc and water. The o... Starting materials: C(C)(C)NC(C)C (diisopropylamine), C(CCC)[Li] (n-butyllithium), C(C)(=O)OC(C)(C)C (t-butyl acetate), C[C@@H](CC(=O)OC)CCCC (methyl (R)-3-methylheptanoate), [Cl-].[NH4+] (ammonium chloride). Run in C1CCOC1 (THF), CCCCCC (hexane), C1CCOC1 (THF), C1CCOC1 (THF). Reaction conditions: temperature -50 celsius, time 1 hour. The product is C[C@@H](CC(CC(=O)OC(C)(C)C)=O)CCCC (t-Butyl (R)-5-methyl-3-oxononanoate). Yield: 84.3%. RXN SMILES: C(NC(C)C)(C)C.C([Li])CCC.[C:13]([O:16][C:17]([CH3:20])([CH3:19])[CH3:18])(=[O:15])[CH3:14].[CH3:21][C@H:22]([CH2:28][CH2:29][CH2:30][CH3:31])[CH2:23][C:24](OC)=[O:25].[Cl-].[NH4+]>C1COCC1.CCCCCC>[CH3:21][C@H:22]([CH2:28][CH2:29][CH2:30][CH3:31])[CH2:23][C:24](=[O:25])[CH2:14][C:13]([O:16][C:17]([CH3:20])([CH3:19])[CH3:18])=[O:15] |f:4.5|. Reported procedure: In a 1 flask were charged 370 ml of dried THF and 38.4 g of diisopropylamine in a nitrogen stream, and the solution was cooled to -10° to -5° C. To the solution was added dropwise a 1.6 mole/l hexane solution of 238 ml of n-butyllithium at that temperature over 30 minutes, followed by stirring at that temperature for 1 hour. To the mixture was further added dropwise a solution of 44 g of t-butyl acetate in 44 ml of dried THF over 30 minutes while keeping at that temperature, followed by stirring... The reactants are CS(=O)(=O)C=1C=C2CC(C(NC2=CC1)C1=CC(=CC=C1)[N+](=O)[O-])(C)C (6-methanesulfonyl-3,3-dimethyl-2-(3-nitro-phenyl)-1,2,3,4-tetrahydro-quinoline). The reagents and catalysts are [Fe] (iron). Solvent: C(C)O (ethanol), Cl (hydrochloric acid). Reaction conditions: temperature 95 celsius, time 5 hour. Product: CS(=O)(=O)C=1C=C2CC(C(NC2=CC1)C=1C=C(C=CC1)N)(C)C (3-(6-methanesulfonyl-3,3-dimethyl-1,2,3,4-tetrahydro-quinolin-2-yl)-phenylamine). Yield: 62.2%. RXN SMILES: [CH3:1][S:2]([C:5]1[CH:6]=[C:7]2[C:12](=[CH:13][CH:14]=1)[NH:11][CH:10]([C:15]1[CH:20]=[CH:19][CH:18]=[C:17]([N+:21]([O-])=O)[CH:16]=1)[C:9]([CH3:25])([CH3:24])[CH2:8]2)(=[O:4])=[O:3]>C(O)C.Cl.[Fe]>[CH3:1][S:2]([C:5]1[CH:6]=[C:7]2[C:12](=[CH:13][CH:14]=1)[NH:11][CH:10]([C:15]1[CH:16]=[C:17]([NH2:21])[CH:18]=[CH:19][CH:20]=1)[C:9]([CH3:25])([CH3:24])[CH2:8]2)(=[O:4])=[O:3]. Procedure: To a mixture of 6-methanesulfonyl-3,3-dimethyl-2-(3-nitro-phenyl)-1,2,3,4-tetrahydro-quinoline (6.5 g, 18 mmol) in ethanol 95% (100 mL) and 10% hydrochloric acid (10 mL) was added iron (3.04 g, 54 mmol). The reaction mixture was stirred at 95° C. for 5 h. Then the insoluble solid was filtered off and the filtrate was concentrated in vacuo and the residue was extracted with ethyl acetate (2×200 mL), washed with 30% sodium hydroxide in water (2×100 mL), dried over anhydrous sodium sulfate and conc... The reactants are C(C1=CC=CC=C1)OC[C@@H]1CCC=2N1N=C(C2C2=CC=C(C=C2)F)C2=NC(=CC=C2)C ((S)-6-benzyloxymethyl-3-(4-fluoro-phenyl)-2-(6-methyl-pyridin-2-yl)-5,6-dihydro-4H-pyrrolo[1,2-b]pyrazole), C[Si](C)(C)I (trimethylsilyl iodide). Solvent: CO (methanol), C(Cl)(Cl)Cl (chloroform). Reaction conditions: time 2 hour. Yields the product FC1=CC=C(C=C1)C1=C2N(N=C1C1=NC(=CC=C1)C)[C@@H](CC2)CO ((S)-[3-(4-Fluoro-phenyl)-2-(6-methyl-pyridin-2-yl)-5,6-dihydro-4H-pyrrolo[1,2-b]pyrazol-6-yl]-methanol). RXN SMILES: C([O:8][CH2:9][C@H:10]1[N:14]2[N:15]=[C:16]([C:25]3[CH:30]=[CH:29][CH:28]=[C:27]([CH3:31])[N:26]=3)[C:17]([C:18]3[CH:23]=[CH:22][C:21]([F:24])=[CH:20][CH:19]=3)=[C:13]2[CH2:12][CH2:11]1)C1C=CC=CC=1.C[Si](I)(C)C>C(Cl)(Cl)Cl.CO>[F:24][C:21]1[CH:22]=[CH:23][C:18]([C:17]2[C:16]([C:25]3[CH:30]=[CH:29][CH:28]=[C:27]([CH3:31])[N:26]=3)=[N:15][N:14]3[C@H:10]([CH2:9][OH:8])[CH2:11][CH2:12][C:13]=23)=[CH:19][CH:20]=1. Reported procedure: To a solution of (S)-6-benzyloxymethyl-3-(4-fluoro-phenyl)-2-(6-methyl-pyridin-2-yl)-5,6-dihydro-4H-pyrrolo[1,2-b]pyrazole (0.3 g, 0.73 mmol) in chloroform (1.0 mL) is added trimethylsilyl iodide (0.173 mL, 1.21 mmol). The mixture is stirred 2 h, diluted with methanol (10 mL), stirred 10 min, and concentrated in vacuo. The residue is taken up in ethyl acetate (50 mL), washed with aqueous sodium thiosulfate (2×50 mL), saturated sodium bicarbonate solution, and brine. The resulting solution is dri... Reactants: Cl.BrC1=CC=C(C=C1)NN (p-bromophenylhydrazine hydrochloride), O=C1CCC(CC1)NC(C(C)C)=O (N-(4-oxo-cyclohexyl)isobutyramide). Solvent: Cl (HCl). The product is BrC=1C=C2C=3CC(CCC3NC2=CC1)NC(C(C)C)=O (N-(6-Bromo-2,3,4,9-tetrahydro-1H-carbazol-3-yl)isobutyramide). Isolated yield 76.7%. As a reaction SMILES: Cl.[Br:2][C:3]1[CH:8]=[CH:7][C:6]([NH:9]N)=[CH:5][CH:4]=1.O=[C:12]1[CH2:17][CH2:16][CH:15]([NH:18][C:19](=[O:23])[CH:20]([CH3:22])[CH3:21])[CH2:14][CH2:13]1>Cl>[Br:2][C:3]1[CH:8]=[C:7]2[C:6](=[CH:5][CH:4]=1)[NH:9][C:12]1[CH2:17][CH2:16][CH:15]([NH:18][C:19](=[O:23])[CH:20]([CH3:21])[CH3:22])[CH2:14][C:13]2=1 |f:0.1|. Procedure details: Combine p-bromophenylhydrazine hydrochloride (10.0 g, 44.7 mmol) and N-(4-oxo-cyclohexyl)isobutyramide (8.20g, 44.7 mmol) in saturated ethanolic HCl (180 mL) and heat at reflux under nitrogen for 18 h. Concentrate in vacuo to remove about ½ of the EtOH, then dilute with water (300 mL). Collect the resulting solid, slurry in EtOAc and recollect to give 11.5 g (77%) of a beige solid. MS (ES): 335 (M+1), 337 (M+H+2). 1H NMR(DMSO-d6): δ 10.93 (s, 1H, NH), 7.80 (d, 1H, J=7.9 Hz), 7.48 (s, 1H), 7.19 (... Starting materials: Clc1cccc(Cl)c1CBr, COC(=O)C(O)Cc1ccc2nc(-c3c(Cl)cccc3Cl)ccc2c1, [H-], [Na+], [Na+], O=C([O-])O, CN(C)C=O. Product: COC(=O)C(Cc1ccc2nc(-c3c(Cl)cccc3Cl)ccc2c1)OCc1c(Cl)cccc1Cl. Reaction SMILES: [Br:26][CH2:27][c:28]1[c:29]([Cl:35])[cH:30][cH:31][cH:32][c:33]1[Cl:34].[Cl:1][c:2]1[c:3](-[c:9]2[n:10][c:11]3[cH:12][cH:13][c:14]([CH2:19][CH:20]([C:21](=[O:22])[O:23][CH3:24])[OH:25])[cH:15][c:16]3[cH:17][cH:18]2)[c:4]([Cl:8])[cH:5][cH:6][cH:7]1.[H-:37].[Na+:36].[Na+:42].[O-:38][C:39]([OH:40])=[O:41].[O:43]=[CH:44][N:45]([CH3:46])[CH3:47]>>[Cl:1][c:2]1[c:3](-[c:9]2[n:10][c:11]3[cH:12][cH:13][c:14]([CH2:19][CH:20]([C:21](=[O:22])[O:23][CH3:24])[O:25][CH2:27][c:28]4[c:29]([Cl:35])[cH:30][cH:31][cH:32][c:33]4[Cl:34])[cH:15][c:16]3[cH:17][cH:18]2)[c:4]([Cl:8])[cH:5][cH:6][cH:7]1.